This data is from the Open Reaction Database (ORD), a public repository of structured organic reaction records. The task is: describe an organic reaction: reactants, conditions, products, and yield Reactants: CC(=O)Br, O=C([O-])O, O=C1NCc2nc(N3CCN(Cc4ccccc4)CC3)ncc21, [H-], [Na+], [Na+], C1CCOC1. The product is CC(=O)N1Cc2nc(N3CCN(Cc4ccccc4)CC3)ncc2C1=O. RXN SMILES: [C:26]([CH3:27])(=[O:28])[Br:29].[C:30](=[O:31])([OH:32])[O-:33].[CH2:3]([c:4]1[cH:5][cH:6][cH:7][cH:8][cH:9]1)[N:10]1[CH2:11][CH2:12][N:13]([c:16]2[n:17][cH:18][c:19]3[c:20]([n:21]2)[CH2:22][NH:23][C:24]3=[O:25])[CH2:14][CH2:15]1.[H-:2].[Na+:1].[Na+:34].[O:35]1[CH2:36][CH2:37][CH2:38][CH2:39]1>>[CH2:3]([c:4]1[cH:5][cH:6][cH:7][cH:8][cH:9]1)[N:10]1[CH2:11][CH2:12][N:13]([c:16]2[n:17][cH:18][c:19]3[c:20]([n:21]2)[CH2:22][N:23]([C:26]([CH3:27])=[O:28])[C:24]3=[O:25])[CH2:14][CH2:15]1. Starting materials: C(C)(C)(C)[Si](OCCCCN1C(=NC(=C(C1=O)[N+](=O)[O-])N1CCC(CC1)C1=CC=C(C=C1)F)C)(C)C (3-[4-(tert-butyl-dimethyl-silanyloxy)-butyl]-6-[4-(4-fluoro-phenyl)-piperidin-1-yl]-2-methyl-5-nitro-3H pyrimidin-4-one), F (hydrofluoric acid). Solvent: C(C)#N (acetonitrile), ClCCl (dichloromethane). Product: FC1=CC=C(C=C1)C1CCN(CC1)C1=C(C(N(C(=N1)C)CCCCO)=O)[N+](=O)[O-] (6-[4-(4-fluoro-phenyl)-piperidin-1-yl]-3-(4-hydroxy-butyl)-2-methyl-5-nitro-3H-pyrimidin-4-one). Reaction SMILES: C([Si](C)(C)[O:6][CH2:7][CH2:8][CH2:9][CH2:10][N:11]1[C:16](=[O:17])[C:15]([N+:18]([O-:20])=[O:19])=[C:14]([N:21]2[CH2:26][CH2:25][CH:24]([C:27]3[CH:32]=[CH:31][C:30]([F:33])=[CH:29][CH:28]=3)[CH2:23][CH2:22]2)[N:13]=[C:12]1[CH3:34])(C)(C)C.F>C(#N)C.ClCCl>[F:33][C:30]1[CH:31]=[CH:32][C:27]([CH:24]2[CH2:25][CH2:26][N:21]([C:14]3[N:13]=[C:12]([CH3:34])[N:11]([CH2:10][CH2:9][CH2:8][CH2:7][OH:6])[C:16](=[O:17])[C:15]=3[N+:18]([O-:20])=[O:19])[CH2:22][CH2:23]2)=[CH:28][CH:29]=1. Procedure: In analogy the procedure described in example 17b, the 3-[4-(tert-butyl-dimethyl-silanyloxy)-butyl]-6-[4-(4-fluoro-phenyl)-piperidin-1-yl]-2-methyl-5-nitro-3H pyrimidin-4-one (example 17a) was treated with hydrofluoric acid (47-51% in water) in acetonitrile and dichloromethane at room temperature to yield the 6-[4-(4-fluoro-phenyl)-piperidin-1-yl]-3-(4-hydroxy-butyl)-2-methyl-5-nitro-3H-pyrimidin-4-one as a yellow solid; m.p. 154-156° C.; MS: [M+H]+=405 Reactants: BrC1=C(C(=O)O)C=CN=C1 (3-bromo isonicotinic acid), NC1=C(C=CC(=C1)C(F)(F)F)O (2-amino-4-(trifluoromethyl)phenol), CCN=C=NCCCN(C)C (WSC). Run in N1=CC=CC=C1 (pyridine). Yields the product BrC1=C(C(=O)NC2=C(C=CC(=C2)C(F)(F)F)O)C=CN=C1 (3-bromo-N-[2-hydroxy-5-(trifluoromethyl)phenyl]isonicotinamide). Conditions: temperature 80 celsius. Yield: 23.7%. Procedure details: A mixture of 0.69 g of 3-bromo isonicotinic acid, 0.60 g of 2-amino-4-(trifluoromethyl)phenol, 1.00 g of WSC and 6 ml of pyridine was stirred while heating at 80° C. for two hours. The reaction mixture was cooled to room temperature, and then concentrated. Water was added to the residue, followed by extraction with ethyl acetate. The organic layer was washed with a saturated sodium chloride solution, then dried over anhydrous sodium sulfate, and concentrated under reduced pressure. The residue w... RXN SMILES: [Br:1][C:2]1[CH:10]=[N:9][CH:8]=[CH:7][C:3]=1[C:4]([OH:6])=O.[NH2:11][C:12]1[CH:17]=[C:16]([C:18]([F:21])([F:20])[F:19])[CH:15]=[CH:14][C:13]=1[OH:22].CCN=C=NCCCN(C)C>N1C=CC=CC=1>[Br:1][C:2]1[CH:10]=[N:9][CH:8]=[CH:7][C:3]=1[C:4]([NH:11][C:12]1[CH:17]=[C:16]([C:18]([F:19])([F:20])[F:21])[CH:15]=[CH:14][C:13]=1[OH:22])=[O:6]. The reagents and catalysts are [O-2].[O-2].[Mn+4] (manganese dioxide). The yield is 41.0%. The product is C(#N)C=1C=C(C=CC1)C(CC(=O)OC)=O (methyl 3-(3-cyanophenyl)-3-oxopropionate). RXN SMILES: [C:1]([C:3]1[CH:4]=[C:5]([CH:9]([OH:15])[CH2:10][C:11]([O:13][CH3:14])=[O:12])[CH:6]=[CH:7][CH:8]=1)#[N:2]>C(Cl)Cl.[O-2].[O-2].[Mn+4]>[C:1]([C:3]1[CH:4]=[C:5]([C:9](=[O:15])[CH2:10][C:11]([O:13][CH3:14])=[O:12])[CH:6]=[CH:7][CH:8]=1)#[N:2] |f:2.3.4|. Reactants: C(#N)C=1C=C(C=CC1)C(CC(=O)OC)O (methyl 3-(3-cyanophenyl)-3-hydroxypropionate). Run at temperature 25 celsius, time 16 hour. Procedure: To a solution of methyl 3-(3-cyanophenyl)-3-hydroxypropionate (2.22 g, 10.8 mmol) in 30 mL of methylene chloride was added activated manganese dioxide (4.7 g, 54.0 mmol). This mixture was allowed to stir at 25° C. for 16 h. The reaction mixture was filtered through a pad of celite and concentrated in vacuo. The residue was purified by flash chromatography (elution with 2:1 hexanes/ethyl acetate) to afford 0.9 g (41%) of the title compound along with 0.8 g (36%) of recovered starting material. MS... The solvent is C(Cl)Cl (methylene chloride). Starting materials: [BH4-], CO, O=Cc1cc(COC2CCCCO2)ccc1F, [Na+]. Product: OCc1cc(COC2CCCCO2)ccc1F. RXN SMILES: [BH4-:18].[CH3:20][OH:21].[F:1][c:2]1[c:3]([CH:4]=[O:5])[cH:6][c:7]([CH2:10][O:11][CH:12]2[O:13][CH2:14][CH2:15][CH2:16][CH2:17]2)[cH:8][cH:9]1.[Na+:19]>>[F:1][c:2]1[c:3]([CH2:4][OH:5])[cH:6][c:7]([CH2:10][O:11][CH:12]2[O:13][CH2:14][CH2:15][CH2:16][CH2:17]2)[cH:8][cH:9]1. Starting materials: IC1=NNC2=CC(=CC=C12)C=O (3-iodo-1H-indazole-6-carbaldehyde), CN1CCN(CC1)C1=NC=C(C=C1)B1OC(C(O1)(C)C)(C)C (1-methyl-4-(5-(4,4,5,5-tetramethyl-1,3,2-dioxa-borolan-2-yl)pyridin-2-yl)piperazine). The product is CN1CCN(CC1)C1=CC=C(C=N1)C1=NNC2=CC(=CC=C12)C=O (3-(6-(4-methylpiperazin-1-yl)pyridin-3-yl)-1H-indazole-6-carbaldehyde), solid. The yield is 99.0%. RXN SMILES: I[C:2]1[C:10]2[C:5](=[CH:6][C:7]([CH:11]=[O:12])=[CH:8][CH:9]=2)[NH:4][N:3]=1.[CH3:13][N:14]1[CH2:19][CH2:18][N:17]([C:20]2[CH:25]=[CH:24][C:23](B3OC(C)(C)C(C)(C)O3)=[CH:22][N:21]=2)[CH2:16][CH2:15]1>>[CH3:13][N:14]1[CH2:15][CH2:16][N:17]([C:20]2[N:21]=[CH:22][C:23]([C:2]3[C:10]4[C:5](=[CH:6][C:7]([CH:11]=[O:12])=[CH:8][CH:9]=4)[NH:4][N:3]=3)=[CH:24][CH:25]=2)[CH2:18][CH2:19]1. Reported procedure: According to the procedure example A12A, except substituting 3-iodo-1H-indazole-6-carbaldehyde and 1-methyl-4-(5-(4,4,5,5-tetramethyl-1,3,2-dioxa-borolan-2-yl)pyridin-2-yl)piperazine (67 mg, 0.22 mmol), the title compound was obtained as a beige solid (57 mg, 99%). 1H NMR (400 MHz, CD3OD) δ ppm 10.11 (s, 1H), 8.73 (d, J=2.3 Hz, 1H), 8.16 (dd, J=8.8, 2.3 Hz, 1H), 8.14 (s, 1H), 8.09 (d, J=8.3 Hz, 1H), 7.72 (d, J=8.5 Hz, 1H), 7.05 (d, J=8.8 Hz, 1H), 3.83-3.78 (m, 4H), 3.01 (t, J=5.0 Hz, 4H), 2.67 (... Starting materials: C1CCOC1, CCO, CSc1nccc(Oc2ccc([N+](=O)[O-])cc2)n1, [H][H]. Yields the product CSc1nccc(Oc2ccc(N)cc2)n1. RXN SMILES: [CH2:24]1[O:25][CH2:26][CH2:27][CH2:28]1.[CH3:19][CH2:20][OH:21].[CH3:1][S:2][c:3]1[n:4][cH:5][cH:6][c:7]([O:9][c:10]2[cH:11][cH:12][c:13]([N+:16]([O-:17])=[O:18])[cH:14][cH:15]2)[n:8]1.[H:22][H:23]>>[CH3:1][S:2][c:3]1[n:4][cH:5][cH:6][c:7]([O:9][c:10]2[cH:11][cH:12][c:13]([NH2:16])[cH:14][cH:15]2)[n:8]1. The reactants are [Na+], O=C([O-])O, O=C(OO)c1cccc(Cl)c1, CSc1cc(-c2nc3ccccc3nc2Nc2cccc3[nH]ncc23)nc(C)n1. Product: Cc1nc(-c2nc3ccccc3nc2Nc2cccc3[nH]ncc23)cc(S(C)=O)n1. Reaction SMILES: [Na+:45].[O-:41][C:42]([OH:43])=[O:44].[OH:30][O:31][C:32]([c:33]1[cH:34][c:35]([Cl:36])[cH:37][cH:38][cH:39]1)=[O:40].[nH:1]1[n:2][cH:3][c:4]2[c:5]([NH:10][c:11]3[n:12][c:13]4[cH:14][cH:15][cH:16][cH:17][c:18]4[n:19][c:20]3-[c:21]3[n:22][c:23]([CH3:29])[n:24][c:25]([S:27][CH3:28])[cH:26]3)[cH:6][cH:7][cH:8][c:9]12>>[nH:1]1[n:2][cH:3][c:4]2[c:5]([NH:10][c:11]3[n:12][c:13]4[cH:14][cH:15][cH:16][cH:17][c:18]4[n:19][c:20]3-[c:21]3[n:22][c:23]([CH3:29])[n:24][c:25]([S:27]([CH3:28])=[O:30])[cH:26]3)[cH:6][cH:7][cH:8][c:9]12. Reactants: CC(=O)Cl, CCOCC, Oc1ccc(C2C(c3ccccc3)C2(Cl)Cl)cc1, O, c1ccncc1. Yields the product CC(=O)Oc1ccc(C2C(c3ccccc3)C2(Cl)Cl)cc1. As a reaction SMILES: [CH3:25][C:26]([Cl:27])=[O:28].[CH3:30][CH2:31][O:32][CH2:33][CH3:34].[Cl:1][C:2]1([Cl:18])[CH:3]([c:11]2[cH:12][cH:13][c:14]([OH:17])[cH:15][cH:16]2)[CH:4]1[c:5]1[cH:6][cH:7][cH:8][cH:9][cH:10]1.[OH2:29].[cH:19]1[cH:20][cH:21][n:22][cH:23][cH:24]1>>[Cl:1][C:2]1([Cl:18])[CH:3]([c:11]2[cH:12][cH:13][c:14]([O:17][C:26]([CH3:25])=[O:28])[cH:15][cH:16]2)[CH:4]1[c:5]1[cH:6][cH:7][cH:8][cH:9][cH:10]1. Starting materials: CC(C)(C)OC(=O)N[C@@H]1CCC[C@@H](C1)C(=O)N, CC1(CC2=C(C=NN2C1)C3=CC(=NC=C3F)Cl)C. The reagents and catalysts are C(=O)([O-])[O-].[Cs+].[Cs+], CC1(C2=C(C(=CC=C2)P(C3=CC=CC=C3)C4=CC=CC=C4)OC5=C1C=CC=C5P(C6=CC=CC=C6)C7=CC=CC=C7)C, C1=CC=C(C=C1)P(C2=CC=CC=C2)C3=CC=CC=C3.C1=CC=C(C=C1)P(C2=CC=CC=C2)C3=CC=CC=C3.C1=CC=C(C=C1)P(C2=CC=CC=C2)C3=CC=CC=C3.C1=CC=C(C=C1)P(C2=CC=CC=C2)C3=CC=CC=C3.[Pd]. Solvent: C1COCCO1. Reaction conditions: temperature 120 celsius. Product: CC1(CC2=C(C=NN2C1)C3=CC(=NC=C3F)NC(=O)[C@H]4CCC[C@H](C4)NC(=O)OC(C)(C)C)C. The yield is 35.1%. Procedure: Tetrakis(triphenylphosphine)palladium(0) (56.5 mg, 0.05 mmol) was added to 3-(2-chloro-5-fluoropyridin-4-yl)-5,5-dimethyl-5,6-dihydro-4H-pyrrolo[1,2-b]pyrazole (130 mg, 0.49 mmol), tert-butyl ((1R,3S)-3-carbamoylcyclohexyl)carbamate (119 mg, 0.49 mmol) and 9,9-dimethyl-4,5-bis(diphenylphosphino)xanthene (56.6 mg, 0.10 mmol) and Cesium carbonate (478 mg, 1.47 mmol) in 1,4-dioxane (5.98 ml). Degassed for 5 mins under nitrogen and the resulting suspension was stirred at 120 °C for 2 hours in the mi...